Dataset: the Open Reaction Database (ORD), a public repository of structured organic reaction records. Task: describe an organic reaction: reactants, conditions, products, and yield Starting materials: O(C1=CC=CC=C1)C=1C=C(C=CC1)OC (3-Phenoxyanisole), Br (HBr), resultant mixture. Solvent: C(C)(=O)O (acetic acid). Yields the product O(C1=CC=CC=C1)C=1C=C(C=CC1)O (3-phenoxyphenol). RXN SMILES: [O:1]([C:8]1[CH:9]=[C:10]([O:14]C)[CH:11]=[CH:12][CH:13]=1)[C:2]1[CH:7]=[CH:6][CH:5]=[CH:4][CH:3]=1.Br>C(O)(=O)C>[O:1]([C:8]1[CH:9]=[C:10]([OH:14])[CH:11]=[CH:12][CH:13]=1)[C:2]1[CH:3]=[CH:4][CH:5]=[CH:6][CH:7]=1. Procedure: 3-Phenoxyanisole (8.3 g) was added to a mixture of 50 mL of 40% HBr and 100 mL of glacial acetic acid. The resultant mixture was heated under reflux for 48 hours, then cooled and concentrated under reduced pressure. The residue was taken up in EtOAc, washed with water, saturated NaHCO3, and brine. After drying with MgSO4, and concentration under reduced pressure, 3-phenoxyphenol was obtained and used without further purification.